describe an organic reaction: reactants, conditions, products, and yield From a dataset of the Open Reaction Database (ORD), a public repository of structured organic reaction records. Starting materials: O=C1CCN(C(=O)C=Cc2ccc(Cl)c(Cl)c2)CCN1, CC1(CCl)CO1, [I-], [K+]. The product is CC1(CN2CCN(C(=O)C=Cc3ccc(Cl)c(Cl)c3)CCC2=O)CO1. Reaction SMILES: [Cl:1][c:2]1[cH:3][c:4]([CH:9]=[CH:10][C:11](=[O:12])[N:13]2[CH2:14][CH2:15][NH:16][C:17](=[O:20])[CH2:18][CH2:19]2)[cH:5][cH:6][c:7]1[Cl:8].[Cl:21][CH2:22][C:23]1([CH3:26])[O:24][CH2:25]1.[I-:28].[K+:27]>>[Cl:1][c:2]1[cH:3][c:4]([CH:9]=[CH:10][C:11](=[O:12])[N:13]2[CH2:14][CH2:15][N:16]([CH2:22][C:23]3([CH3:26])[O:24][CH2:25]3)[C:17](=[O:20])[CH2:18][CH2:19]2)[cH:5][cH:6][c:7]1[Cl:8].